Dataset: the Open Reaction Database (ORD), a public repository of structured organic reaction records. Task: describe an organic reaction: reactants, conditions, products, and yield Reactants: C(C)NC1=NC(=NC=C1[N+](=O)[O-])NC1=CC=NC=C1 (4-(ethylamino)-2-[(pyridin4-yl)amino]-5-nitropyrimidine). The reagents and catalysts are [Pd] (Pd/C). The product is NC=1C(=NC(=NC1)NC1=CC=NC=C1)NCC (5-Amino-4-(ethylamino)-2-[(pyridin-4-yl)amino]pyrimidine). As a reaction SMILES: [CH2:1]([NH:3][C:4]1[C:9]([N+:10]([O-])=O)=[CH:8][N:7]=[C:6]([NH:13][C:14]2[CH:19]=[CH:18][N:17]=[CH:16][CH:15]=2)[N:5]=1)[CH3:2]>[Pd]>[NH2:10][C:9]1[C:4]([NH:3][CH2:1][CH3:2])=[N:5][C:6]([NH:13][C:14]2[CH:15]=[CH:16][N:17]=[CH:18][CH:19]=2)=[N:7][CH:8]=1. Reported procedure: Hydrogenation of 4-(ethylamino)-2-[(pyridin4-yl)amino]-5-nitropyrimidine (from Example 2(8) above) over Pd/C gave the title compound as a solid. The reactants are C(C)(C)(C1=CC=CC=C1)N (cumylamine), C1COS(=O)(=O)C1 (1,3-propane sultone). The solvent is O1CCCC1 (tetrahydrofuran), C1CCOC1 (THF). Product: C(C)(C)(C1=CC=CC=C1)NCCCS(=O)(=O)O (3-cumylamino-1-propanesulfonic acid). As a reaction SMILES: [C:1]([NH2:10])([C:4]1[CH:9]=[CH:8][CH:7]=[CH:6][CH:5]=1)([CH3:3])[CH3:2].[CH2:11]1[CH2:17][S:14](=[O:16])(=[O:15])[O:13][CH2:12]1>O1CCCC1>[C:1]([NH:10][CH2:12][CH2:11][CH2:17][S:14]([OH:16])(=[O:15])=[O:13])([C:4]1[CH:9]=[CH:8][CH:7]=[CH:6][CH:5]=1)([CH3:3])[CH3:2]. Reported procedure: To a solution of cumylamine (10.5 g, 78 mmol) in tetrahydrofuran (75 mL) was slowly added a solution of 1,3-propane sultone (9.2 g, 74 mmol) in THF (20 mL). The mixture was stirred at reflux for 4 h. The reaction mixture was cooled to room temperature. The solid was collected by filtration, and washed with THF (2×35 mL). The solid was suspended in EtOH (80 mL). The suspension was stirred at reflux for 15 minutes. The solid product was collected by filtration, washed with EtOH (35 mL) and acetone... The reactants are CSc1nc2c(c(C)cn2Cc2ccc(C(=O)c3ccc(Cl)cc3)cc2)c(=O)n1C, O=C1CCC(=O)N1Cl, ClCCl. Yields the product CSc1nc2c(c(C)c(Cl)n2Cc2ccc(C(=O)c3ccc(Cl)cc3)cc2)c(=O)n1C. RXN SMILES: [Cl:1][c:2]1[cH:3][cH:4][c:5]([C:6](=[O:7])[c:8]2[cH:9][cH:10][c:11]([CH2:12][n:13]3[cH:14][c:15]([CH3:26])[c:16]4[c:17]3[n:18][c:19]([S:24][CH3:25])[n:20]([CH3:23])[c:21]4=[O:22])[cH:27][cH:28]2)[cH:29][cH:30]1.[Cl:31][N:32]1[C:33](=[O:34])[CH2:35][CH2:36][C:37]1=[O:38].[Cl:39][CH2:40][Cl:41]>>[Cl:1][c:2]1[cH:3][cH:4][c:5]([C:6](=[O:7])[c:8]2[cH:9][cH:10][c:11]([CH2:12][n:13]3[c:14]([Cl:31])[c:15]([CH3:26])[c:16]4[c:17]3[n:18][c:19]([S:24][CH3:25])[n:20]([CH3:23])[c:21]4=[O:22])[cH:27][cH:28]2)[cH:29][cH:30]1. Starting materials: CC1(C)OB(c2ccc(CBr)cc2)OC1(C)C, CC(C)N, COCOC. Product: CC(C)NCc1ccc(B2OC(C)(C)C(C)(C)O2)cc1. Reaction SMILES: [Br:5][CH2:6][c:7]1[cH:8][cH:9][c:10]([B:13]2[O:14][C:15]([CH3:20])([CH3:21])[C:16]([CH3:18])([CH3:19])[O:17]2)[cH:11][cH:12]1.[CH3:1][CH:2]([CH3:3])[NH2:4].[CH3:22][O:23][CH2:24][O:25][CH3:26]>>[CH3:1][CH:2]([CH3:3])[NH:4][CH2:6][c:7]1[cH:8][cH:9][c:10]([B:13]2[O:14][C:15]([CH3:20])([CH3:21])[C:16]([CH3:18])([CH3:19])[O:17]2)[cH:11][cH:12]1. The reactants are N1C(=O)N(C)C=2N=CN(C)C2C1=O (theobromine), CN(C)C=O (DMF), [H-].[Na+] (sodium hydride), ClC1=CC=C(C(=O)C2=CC=C(CBr)C=C2)C=C1 (4-(4-chlorobenzoyl)benzyl bromide). The solvent is O (water). Reaction conditions: time 18 hour. Product: ClC1=CC=C(C(=O)C2=CC=C(CN3C(=O)N(C=4N=CN(C4C3=O)C)C)C=C2)C=C1 (1-[4-(4-Chlorobenzoyl)benzyl]-3,7-dimethylxanthine). The yield is 67.1%. As a reaction SMILES: [NH:1]1[C:12](=[O:13])[C:11]2[N:9]([CH3:10])[CH:8]=[N:7][C:6]=2[N:4]([CH3:5])[C:2]1=[O:3].CN(C=O)C.[H-].[Na+].[Cl:21][C:22]1[CH:37]=[CH:36][C:25]([C:26]([C:28]2[CH:35]=[CH:34][C:31]([CH2:32]Br)=[CH:30][CH:29]=2)=[O:27])=[CH:24][CH:23]=1>O>[Cl:21][C:22]1[CH:23]=[CH:24][C:25]([C:26]([C:28]2[CH:35]=[CH:34][C:31]([CH2:32][N:1]3[C:12](=[O:13])[C:11]4[N:9]([CH3:10])[CH:8]=[N:7][C:6]=4[N:4]([CH3:5])[C:2]3=[O:3])=[CH:30][CH:29]=2)=[O:27])=[CH:36][CH:37]=1 |f:2.3|. Procedure details: To a mixture of theobromine (0.90 g) and DMF (20 ml) was added sodium hydride (240 ml) as well as 4-(4-chlorobenzoyl)benzyl bromide (1.55 g) and the mixture was stirred at room temperature for 18 hours. This reaction mixture was diluted with water and extracted with ethyl acetate. The extract was washed with saturated aqueous NaCl solution and dried over anhydrous sodium sulfate. The solvent was then distilled off and the residue was washed with ether to provide the title compound as colorless p...